Dataset: the Open Reaction Database (ORD), a public repository of structured organic reaction records. Task: describe an organic reaction: reactants, conditions, products, and yield The reactants are Cl.N[C@@H]1[C@H](CCC1)NC(C1=C(C=CC=C1)N1N=CC=N1)=O (N-[(1S,2S)-2-aminocyclopentyl]-2-(2H-1,2,3-triazol-2-yl)benzamide hydrochloride), CCN(C(C)C)C(C)C (DIPEA), Cl.N[C@@H]1[C@H](CCC1)NC(C1=C(C=CC=C1)N1N=CC=N1)=O (N-[(1S,2S)-2-aminocyclopentyl]-2-(2H-1,2,3-triazol-2-yl)benzamide hydrochloride), FC1=NC=C(C=C1F)C(F)(F)F (2,3-difluoro-5-(trifluoromethyl)pyridine). Solvent: CS(=O)C (DMSO). Yields the product FC=1C(=NC=C(C1)C(F)(F)F)N[C@@H]1[C@H](CCC1)NC(C1=C(C=CC=C1)N1N=CC=N1)=O (N-[(1S,2S)-2-{[3-Fluoro-5-(trifluoromethyl)pyridin-2-yl]amino}cyclopentyl]-2-(2H-1,2,3-triazol-2-yl)benzamide). Reaction SMILES: Cl.[NH2:2][C@H:3]1[CH2:7][CH2:6][CH2:5][C@@H:4]1[NH:8][C:9](=[O:21])[C:10]1[CH:15]=[CH:14][CH:13]=[CH:12][C:11]=1[N:16]1[N:20]=[CH:19][CH:18]=[N:17]1.F[C:23]1[C:28]([F:29])=[CH:27][C:26]([C:30]([F:33])([F:32])[F:31])=[CH:25][N:24]=1.CCN(C(C)C)C(C)C>CS(C)=O>[F:29][C:28]1[C:23]([NH:2][C@H:3]2[CH2:7][CH2:6][CH2:5][C@@H:4]2[NH:8][C:9](=[O:21])[C:10]2[CH:15]=[CH:14][CH:13]=[CH:12][C:11]=2[N:16]2[N:17]=[CH:18][CH:19]=[N:20]2)=[N:24][CH:25]=[C:26]([C:30]([F:32])([F:31])[F:33])[CH:27]=1 |f:0.1|. Reported procedure: A solution of N-[(1S,2S)-2-aminocyclopentyl]-2-(2H-1,2,3-triazol-2-yl)benzamide hydrochloride (Intermediate 4; 100 mg, 0.33 mmol), 2,3-difluoro-5-(trifluoromethyl)pyridine (CAS number 89402-42-6; 65 mg, 0.36 mmol) and DIPEA (42 mg, 0.33 mmol) in dry DMSO (1.1 ml) was subjected to microwave irradiation at 140° C. for 1 hour. The reaction was filtered through cotton wool before being purified by reverse phase preparative HPLC (eluted with acetonitrile/water containing 0.1% ammonia) to afford the t...